Dataset: the Open Reaction Database (ORD), a public repository of structured organic reaction records. Task: describe an organic reaction: reactants, conditions, products, and yield Reaction SMILES: [CH2:39]1[O:40][CH2:41][CH2:42][CH2:43]1.[CH3:2][C:3](=[CH:4][CH2:5][N:6]=[N+:7]=[N-:8])[CH2:9][CH2:10][CH:11]=[C:12]([CH2:13][CH2:14][CH:15]=[C:16]([CH3:17])[CH3:18])[CH3:19].[OH2:1].[c:20]1([P:21]([c:22]2[cH:23][cH:24][cH:25][cH:26][cH:27]2)[c:28]2[cH:29][cH:30][cH:31][cH:32][cH:33]2)[cH:34][cH:35][cH:36][cH:37][cH:38]1>>[CH3:2][C:3](=[CH:4][CH2:5][NH2:6])[CH2:9][CH2:10][CH:11]=[C:12]([CH2:13][CH2:14][CH:15]=[C:16]([CH3:17])[CH3:18])[CH3:19]. Product: CC(C)=CCCC(C)=CCCC(C)=CCN. Reactants: C1CCOC1, CC(C)=CCCC(C)=CCCC(C)=CCN=[N+]=[N-], O, c1ccc(P(c2ccccc2)c2ccccc2)cc1. Reactants: CC(C)(C)c1ccc(-c2ccc(C(C)(C)C)cc2)cc1, [Li], C1CCOC1, O, c1c2c(cc3c1COC3)COC2. The product is Cc1cc2c(cc1CO)COC2. Reaction SMILES: [C:2]([c:3]1[cH:4][cH:5][c:6](-[c:7]2[cH:8][cH:9][c:10]([C:11]([CH3:12])([CH3:13])[CH3:14])[cH:15][cH:16]2)[cH:17][cH:18]1)([CH3:19])([CH3:20])[CH3:21].[Li:1].[O:35]1[CH2:36][CH2:37][CH2:38][CH2:39]1.[OH2:34].[c:22]12[cH:23][c:24]3[c:28]([cH:29][c:30]1[CH2:31][O:32][CH2:33]2)[CH2:27][O:26][CH2:25]3>>[c:22]1([CH3:33])[cH:23][c:24]2[c:28]([cH:29][c:30]1[CH2:31][OH:32])[CH2:27][O:26][CH2:25]2. Reactants: [Al+3], [H-], [H-], [H-], [H-], [Li+], [Na+], [Na+], [Na+], O=S(=O)([O-])[O-], C1CCOC1, [OH-], O, O=C(O)Cc1coc(-c2ccc3ccccc3c2)n1. The product is OCCc1coc(-c2ccc3ccccc3c2)n1. As a reaction SMILES: [Al+3:21].[H-:20].[H-:23].[H-:24].[H-:25].[Li+:22].[Na+:27].[Na+:28].[Na+:29].[O-:30][S:31](=[O:32])(=[O:33])[O-:34].[O:35]1[CH2:36][CH2:37][CH2:38][CH2:39]1.[OH-:26].[OH2:40].[cH:1]1[c:2](-[c:11]2[o:12][cH:13][c:14]([CH2:16][C:17](=[O:18])[OH:19])[n:15]2)[cH:3][cH:4][c:5]2[cH:6][cH:7][cH:8][cH:9][c:10]12>>[cH:1]1[c:2](-[c:11]2[o:12][cH:13][c:14]([CH2:16][CH2:17][OH:18])[n:15]2)[cH:3][cH:4][c:5]2[cH:6][cH:7][cH:8][cH:9][c:10]12. Reactants: [N+](#[C-])CC(=O)OC (methyl isocyanoacetate), N1C[C@@H](CC1)O ((R)-(+)-3-pyrrolidinol). The solvent is CO (MeOH). Product: O[C@H]1CN(CC1)C(C[N+]#[C-])=O (1-((R)-3-hydroxypyrrolidin-1-yl)-2-isocyanoethanone). The yield is 49.0%. Reaction SMILES: [N+:1]([CH2:3][C:4]([O:6]C)=O)#[C-:2].[NH:8]1[CH2:12][CH2:11][C@@H:10]([OH:13])[CH2:9]1>CO>[OH:13][C@@H:10]1[CH2:11][CH2:12][N:8]([C:4](=[O:6])[CH2:3][N+:1]#[C-:2])[CH2:9]1. Procedure: To stirred and cooled (0° C.) methyl isocyanoacetate (96% technical grade, 1.7 g, 17.21 mmol) was slowly added (R)-(+)-3-pyrrolidinol (1.5 g, 17.21 mmol) and MeOH (5 mL). The mixture was stirred for 3 h at RT and concentrated. Brine was added (30 mL) and the mixture was extracted with EtOAc (3×50 mL), dried over MgSO4, filtered and evaporated to obtained crude 1-((R)-3-hydroxypyrrolidin-1-yl)-2-isocyanoethanone VIB 01172 (1.3 g, 49% yield) as a yellow solid. Reactants: C(C)N(C(C)C)C(C)C (ethyidiisopropylamine), N[C@H](C(=O)OC)CCCNC1=CC=CC=C1 (methyl (S)-2-amino-3-phenylaminoethylpropionate), N1=CC=C(C=C1)C=1NC2=CC=C(C=C2C1)C(=O)O (2-pyridin-4-yl-1H-indole-5-carboxylic acid), [B-](F)(F)(F)F.CCOC(=O)C(=NOC(=[N+](C)C)N(C)C)C#N (TOTU). Run in CN(C)C=O (DMF). Run at time 20 minute. The product is methyl ester, C1(=CC=CC=C1)NCCCC(C(=O)N)NC(=O)C=1C=C2C=C(NC2=CC1)C1=CC=NC=C1 (3-Phenylaminoethyl-2[(2-pyridin-4-yl-1H-indole-5-carbonyl)-amino]propionamide). As a reaction SMILES: [N:1]1[CH:6]=[CH:5][C:4]([C:7]2[NH:8][C:9]3[C:14]([CH:15]=2)=[CH:13][C:12]([C:16]([OH:18])=O)=[CH:11][CH:10]=3)=[CH:3][CH:2]=1.[B-](F)(F)(F)F.CCOC(C(C#N)=[N:30]OC(N(C)C)=[N+](C)C)=O.C(N(C(C)C)C(C)C)C.[NH2:50][C@@H:51]([CH2:56][CH2:57][CH2:58][NH:59][C:60]1[CH:65]=[CH:64][CH:63]=[CH:62][CH:61]=1)[C:52](OC)=[O:53]>CN(C=O)C>[C:60]1([NH:59][CH2:58][CH2:57][CH2:56][CH:51]([NH:50][C:16]([C:12]2[CH:13]=[C:14]3[C:9](=[CH:10][CH:11]=2)[NH:8][C:7]([C:4]2[CH:3]=[CH:2][N:1]=[CH:6][CH:5]=2)=[CH:15]3)=[O:18])[C:52]([NH2:30])=[O:53])[CH:65]=[CH:64][CH:63]=[CH:62][CH:61]=1 |f:1.2|. Reported procedure: 0.63 g (2.64 mmol) of 2-pyridin-4-yl-1H-indole-5-carboxylic acid, prepared as in process variant B), was suspended in 150 ml of DMF and admixed successively with 1.01 g (3.08 mmol) of TOTU and 0.63 ml (3.71 mmol) of ethyidiisopropylamine. The mixture was stirred at RT for 20 min, and 0.73 g (3.28 mmol) of methyl (S)-2-amino-3-phenylaminoethylpropionate, prepared according to a), was added to the resulting clear solution. The mixture was stirred under reduced pressure for 15 h and the methyl este... Reactants: COC(=O)C(N)CC(C)C, Cc1cc(C(=O)O)ccc1F. The product is COC(=O)C(CC(C)C)NC(=O)c1ccc(F)c(C)c1. Reaction SMILES: [CH3:12][O:13][C:14]([CH:15]([NH2:16])[CH2:17][CH:18]([CH3:19])[CH3:20])=[O:21].[F:1][c:2]1[c:3]([CH3:11])[cH:4][c:5]([C:6](=[O:7])[OH:8])[cH:9][cH:10]1>>[F:1][c:2]1[c:3]([CH3:11])[cH:4][c:5]([C:6](=[O:8])[NH:16][CH:15]([C:14]([O:13][CH3:12])=[O:21])[CH2:17][CH:18]([CH3:19])[CH3:20])[cH:9][cH:10]1. Product: COC=1C=C(CN2C(C(CC2)CC2=CC=C(C=C2)C(F)(F)F)=O)C=C(C1OC)OC (1-(3,4,5-trimethoxybenzyl)-3-(4-(trifluoromethyl)phenylmethyl)-2-oxopyrrolidine). The solvent is C(C)(=O)OCC.CCCCCC (ethyl acetate hexane), O1CCCC1 (tetrahydrofuran), O1CCCC1 (tetrahydrofuran). Conditions: temperature -78 celsius, time 45 minute. Reactants: COC=1C=C(CN2C(CCC2)=O)C=C(C1OC)OC (1-(3,4,5-trimethoxybenzyl)-2-oxopyrrolidine), O (water), C(C)(CC)[Li] (sec-butyllithium), FC(C1=CC=C(CBr)C=C1)(F)F (4-(trifluoromethyl)benzyl bromide). As a reaction SMILES: [CH3:1][O:2][C:3]1[CH:4]=[C:5]([CH:13]=[C:14]([O:18][CH3:19])[C:15]=1[O:16][CH3:17])[CH2:6][N:7]1[CH2:11][CH2:10][CH2:9][C:8]1=[O:12].C([Li])(CC)C.[F:25][C:26]([F:36])([F:35])[C:27]1[CH:34]=[CH:33][C:30]([CH2:31]Br)=[CH:29][CH:28]=1.O>O1CCCC1.C(OCC)(=O)C.CCCCCC>[CH3:1][O:2][C:3]1[CH:4]=[C:5]([CH:13]=[C:14]([O:18][CH3:19])[C:15]=1[O:16][CH3:17])[CH2:6][N:7]1[CH2:11][CH2:10][CH:9]([CH2:31][C:30]2[CH:29]=[CH:28][C:27]([C:26]([F:25])([F:35])[F:36])=[CH:34][CH:33]=2)[C:8]1=[O:12] |f:5.6|. Procedure details: Combine 1-(3,4,5-trimethoxybenzyl)-2-oxopyrrolidine (1.76 g, 6.63 mmol) and tetrahydrofuran (10 mL). Cool to −78° C. using a dry-ice/acetone bath. Add dropwise a solution of sec-butyllithium (5.10 mL, 1.3 M in hexane, 6.63 mmol). After 45 minutes, slowly add a solution of 4-(trifluoromethyl)benzyl bromide (1.58 g, 6.63 mmol) in tetrahydrofuran (5 mL). After 5 hours, add water (10 mL) and warm to ambient temperature. Separate the layers and extract the aqueous layer three times with ethyl acetate... Product: COC(=O)c1ccc2c(c1)nc(-c1ccc(OCc3cc(N)ccc3-c3ccc(Cl)cc3)cc1F)n2C1CCCCC1. RXN SMILES: [CH3:50][CH2:51][OH:52].[Cl:1][c:2]1[cH:3][cH:4][c:5](-[c:8]2[c:9]([CH2:10][O:11][c:12]3[cH:13][c:14]([F:37])[c:15](-[c:18]4[n:19][c:20]5[c:21]([n:22]4[CH:23]4[CH2:24][CH2:25][CH2:26][CH2:27][CH2:28]4)[cH:29][cH:30][c:31]([C:33](=[O:34])[O:35][CH3:36])[cH:32]5)[cH:16][cH:17]3)[cH:38][c:39]([N+:42]([O-:43])=[O:44])[cH:40][cH:41]2)[cH:6][cH:7]1.[OH2:45].[OH2:46].[Sn:47]([Cl:48])[Cl:49]>>[Cl:1][c:2]1[cH:3][cH:4][c:5](-[c:8]2[c:9]([CH2:10][O:11][c:12]3[cH:13][c:14]([F:37])[c:15](-[c:18]4[n:19][c:20]5[c:21]([n:22]4[CH:23]4[CH2:24][CH2:25][CH2:26][CH2:27][CH2:28]4)[cH:29][cH:30][c:31]([C:33](=[O:34])[O:35][CH3:36])[cH:32]5)[cH:16][cH:17]3)[cH:38][c:39]([NH2:42])[cH:40][cH:41]2)[cH:6][cH:7]1. Reactants: CCO, COC(=O)c1ccc2c(c1)nc(-c1ccc(OCc3cc([N+](=O)[O-])ccc3-c3ccc(Cl)cc3)cc1F)n2C1CCCCC1, O, O, Cl[Sn]Cl. Starting materials: Cl (hydrochloric acid), C(C1=CC=CC=C1)N1C(N([C@@H]([C@@H]1C(=O)OC)C(=O)O)CC1=CC=CC=C1)=O ((4S,5R)-1,3-dibenzyl-5-methoxycarbonyl-2-oxoimidazolidine-4-carboxylic acid), [BH4-].[Na+] (sodium borohydride). The solvent is C(C)(C)O (isopropanol), ClCCCl (1,2-dichloroethane), C(C)(C)O (isopropanol). Conditions: time 30 minute. Product: C(C1=CC=CC=C1)N1C(N([C@H]2[C@@H]1COC2=O)CC2=CC=CC=C2)=O ((3aS,6aR)-1,3-dibenzylhexahydro-1H-furo[3,4-d]imidazole-2,4-dione). Isolated yield 96.9%. Reaction SMILES: [CH2:1]([N:8]1[C@@H:12]([C:13](OC)=[O:14])[C@@H:11]([C:17](O)=[O:18])[N:10]([CH2:20][C:21]2[CH:26]=[CH:25][CH:24]=[CH:23][CH:22]=2)[C:9]1=[O:27])[C:2]1[CH:7]=[CH:6][CH:5]=[CH:4][CH:3]=1.[BH4-].[Na+].Cl>C(O)(C)C.ClCCCl>[CH2:20]([N:10]1[C@H:11]2[CH2:17][O:18][C:13](=[O:14])[C@H:12]2[N:8]([CH2:1][C:2]2[CH:7]=[CH:6][CH:5]=[CH:4][CH:3]=2)[C:9]1=[O:27])[C:21]1[CH:26]=[CH:25][CH:24]=[CH:23][CH:22]=1 |f:1.2|. Procedure: A solution of (4S,5R)-1,3-dibenzyl-5-methoxycarbonyl-2-oxoimidazolidine-4-carboxylic acid (mp., 146°-150° C., [α]36525 =-27.6° at c=1 in DMF, 3.68 g) in isopropanol (10 ml) and 1,2-dichloroethane (60 ml) was added dropwise to a mixture of sodium borohydride (760 mg) and isopropanol (20 ml) at 5°-10° C. over a period of 15 minutes. The obtained mixture was allowed to warm up to room temperature and to react at the same temperature for 20 hours. Then, 1N hydrochloric acid (50 ml) was added to the ... Reactants: C1(=CC=CC=C1)[C@@H](CN)O ((1S)-1-phenyl-1-hydroxy-ethan-2-amine), FC1=CC=C(C=C1)N1N=CC2=CC(=CC=C12)I (1-(4-fluorophenyl)-5-iodoindazole), FC1=CC=C(C=C1)N1N=CC2=CC(=CC=C12)O[C@@H]([C@H](C)N)C1=CC=CC=C1 ((1R,2S)-1-[1-(4-Fluorophenyl)indazol-5-yl]oxy-1-phenyl-propan-2-amine). Product: FC1=CC=C(C=C1)N1N=CC2=CC(=CC=C12)O[C@H](CN)C1=CC=CC=C1 ((1S)-1-[1-(4-fluorophenyl)indazol-5-yl]oxy-1-phenyl-ethan-2-amine). RXN SMILES: C1([C@H](O)CN)C=CC=CC=1.FC1C=CC(N2C3C(=CC(I)=CC=3)C=N2)=CC=1.[F:28][C:29]1[CH:34]=[CH:33][C:32]([N:35]2[C:43]3[C:38](=[CH:39][C:40]([O:44][C@H:45]([C:49]4[CH:54]=[CH:53][CH:52]=[CH:51][CH:50]=4)[C@@H:46]([NH2:48])C)=[CH:41][CH:42]=3)[CH:37]=[N:36]2)=[CH:31][CH:30]=1>>[F:28][C:29]1[CH:30]=[CH:31][C:32]([N:35]2[C:43]3[C:38](=[CH:39][C:40]([O:44][C@@H:45]([C:49]4[CH:50]=[CH:51][CH:52]=[CH:53][CH:54]=4)[CH2:46][NH2:48])=[CH:41][CH:42]=3)[CH:37]=[N:36]2)=[CH:33][CH:34]=1. Procedure details: Prepared from (1S)-1-phenyl-1-hydroxy-ethan-2-amine (294 mg, 2.15 mmol) and 1-(4-fluorophenyl)-5-iodoindazole (484 mg, 1.43 mmol) according to the protocol for 1a. Yield: 175 mg (23%).